Dataset: the Open Reaction Database (ORD), a public repository of structured organic reaction records. Task: describe an organic reaction: reactants, conditions, products, and yield Starting materials: O (water), C(O)([O-])=O.[Na+] (sodium hydrogencarbonate), Cl (hydrogen chloride), OC(C(COCCO)C)C1=CC=C(CC=2C=NC=CC2)C=C1 (3-[p-[1-hydroxy-3-(2-hydroxyethyl)oxy-2-methylpropyl]benzyl]pyridine). Run in C(C)(=O)OCC (ethyl acetate), C(C)O (ethanol). Product: ClC(C(COCCO)C)C1=CC=C(CC=2C=NC=CC2)C=C1 (3-[p-[1-chloro-3-(2-hydroxyethyl)oxy-2-methylpropyl]benzyl]pyridine). Isolated yield 98.0%. Reaction SMILES: O[CH:2]([C:10]1[CH:22]=[CH:21][C:13]([CH2:14][C:15]2[CH:16]=[N:17][CH:18]=[CH:19][CH:20]=2)=[CH:12][CH:11]=1)[CH:3]([CH3:9])[CH2:4][O:5][CH2:6][CH2:7][OH:8].[ClH:23].O.C(=O)([O-])O.[Na+]>C(O)C.C(OCC)(=O)C>[Cl:23][CH:2]([C:10]1[CH:22]=[CH:21][C:13]([CH2:14][C:15]2[CH:16]=[N:17][CH:18]=[CH:19][CH:20]=2)=[CH:12][CH:11]=1)[CH:3]([CH3:9])[CH2:4][O:5][CH2:6][CH2:7][OH:8] |f:3.4|. Reported procedure: In 13.7 ml of ethanol was dissolved 2.74 g of 3-[p-[1-hydroxy-3-(2-hydroxyethyl)oxy-2-methylpropyl]benzyl]pyridine, and the resulting solution was saturated with hydrogen chloride with ice-cooling, after which the solution was subjected to reaction at room temperature for 2 hours. The solvent was removed by distillation under reduced pressure, and to the residue thus obtained were added 10 ml of water and 20 ml of ethyl acetate, after which the pH of the resulting mixture was adjusted to 7.0 wit... Starting materials: [BH3-]C#N, CC(=O)O, CO, O=C(Nc1ccc(Cl)cn1)c1cc(Cl)ccc1NCC1CCNCC1, [Na+], C1CCOC1, O=C1CCSCC1. Product: O=C(Nc1ccc(Cl)cn1)c1cc(Cl)ccc1NCC1CCN(C2CCSCC2)CC1. Reaction SMILES: [C:33]([BH3-:34])#[N:35].[C:37]([OH:38])(=[O:39])[CH3:40].[CH3:41][OH:42].[Cl:1][c:2]1[cH:3][cH:4][c:5]([NH:18][CH2:19][CH:20]2[CH2:21][CH2:22][NH:23][CH2:24][CH2:25]2)[c:6]([C:7](=[O:8])[NH:9][c:10]2[n:11][cH:12][c:13]([Cl:16])[cH:14][cH:15]2)[cH:17]1.[Na+:36].[O:43]1[CH2:44][CH2:45][CH2:46][CH2:47]1.[S:26]1[CH2:27][CH2:28][C:29](=[O:32])[CH2:30][CH2:31]1>>[Cl:1][c:2]1[cH:3][cH:4][c:5]([NH:18][CH2:19][CH:20]2[CH2:21][CH2:22][N:23]([CH:29]3[CH2:28][CH2:27][S:26][CH2:31][CH2:30]3)[CH2:24][CH2:25]2)[c:6]([C:7](=[O:8])[NH:9][c:10]2[n:11][cH:12][c:13]([Cl:16])[cH:14][cH:15]2)[cH:17]1. Starting materials: C/C(=C/C(=O)C)/O.C/C(=C/C(=O)C)/O.O.[Co] (cobalt(II) acetylacetonate hydrate), C1(=CC=CC=C1)C (toluene). Solvent: O (Water). Yields the product C/C(=C\C(=O)C)/O.C/C(=C/C(=O)C)/O.[Co] (cobalt(II) acetylacetonate). RXN SMILES: [CH3:1]/[C:2](/[OH:7])=[CH:3]/[C:4]([CH3:6])=[O:5].[CH3:8]/[C:9](/[OH:14])=[CH:10]/[C:11]([CH3:13])=[O:12].O.[Co:16].C1(C)C=CC=CC=1>O>[CH3:1]/[C:2](/[OH:7])=[CH:3]\[C:4]([CH3:6])=[O:5].[CH3:8]/[C:9](/[OH:14])=[CH:10]/[C:11]([CH3:13])=[O:12].[Co:16] |f:0.1.2.3,6.7.8|. Reported procedure: Cobalt(II) acetylacetonate in essentially anhydrous form was first produced from commercially available cobalt(II) acetylacetonate hydrate. A suspension of the cobalt(II) acetylacetonate hydrate (about 10 g) and toluene (200 mL) was heated to reflux under nitrogen atmosphere with agitation for 24 hours. Water was accordingly refluxed into a Dean-Stark trap. The resulting mixture was then filtered in a nitrogen atmosphere and dried in vacuo for a period of between 1 and 2 hours to give the anhydr... Reactants: N1C=NC=C1 (Imidazole), [K+].[Br-] (KBr), u(OH), OC1=CC=C(CO)C=C1 (4-hydroxybenzyl alcohol), IC (Iodomethane). Reaction conditions: temperature 155 celsius. Product: [I-].OC1=CC=C(CN2C=[N+](C=C2)C)C=C1 (3-(4-hydroxybenzyl)-1-methyl-imidazolium iodide). RXN SMILES: [NH:1]1[CH:5]=[CH:4][N:3]=[CH:2]1.[OH:6][C:7]1[CH:14]=[CH:13][C:10]([CH2:11]O)=[CH:9][CH:8]=1.[I:15][CH3:16].[K+].[Br-]>>[I-:15].[OH:6][C:7]1[CH:14]=[CH:13][C:10]([CH2:11][N:1]2[CH:5]=[CH:4][N+:3]([CH3:16])=[CH:2]2)=[CH:9][CH:8]=1 |f:3.4,5.6|. Procedure details: Imidazole (0.1 mol) and 4-hydroxybenzyl alcohol (0.1 mol) were combined and heated to 155° C. The crude product was washed with cold ethanol and recrystallized in an EtOH/DMF mixture. This powder (3-(4-hydroxybenzyl)imidazole, 2.20 mmol) was then was dissolved in DMF (3 mL). Iodomethane (3.21 mmol) was added to the reaction mixture and refluxed for 24 hours at 80° C. The solvent was evaporated and remaining oil was washed using ethyl ether to yield a brown precipitate. Yield: 0.573 g, 82.2%. Mp:... Reactants: C(C)(C)(C)C1=CC=C(CSC=2OC3=CC=CC(=C3C(C2C)=O)OC(C)(C)C)C=C1 (2-(4-tertbutylbenzylmercapto)-3-methyl-5-tertbutoxy chromen-4-one), FC(C(=O)O)(F)F (trifluoroacetic acid). Solvent: ClCCl (Dichloromethane). The product is C(C)(C)(C)C1=CC=C(CSC=2OC3=CC=CC(=C3C(C2C)=O)O)C=C1 (2-(4-tertbutylbenzylmercapto)-3-methyl-5-hydroxy chromen-4-one). Reaction SMILES: [C:1]([C:5]1[CH:29]=[CH:28][C:8]([CH2:9][S:10][C:11]2[O:12][C:13]3[C:18]([C:19](=[O:22])[C:20]=2[CH3:21])=[C:17]([O:23]C(C)(C)C)[CH:16]=[CH:15][CH:14]=3)=[CH:7][CH:6]=1)([CH3:4])([CH3:3])[CH3:2].FC(F)(F)C(O)=O>ClCCl>[C:1]([C:5]1[CH:29]=[CH:28][C:8]([CH2:9][S:10][C:11]2[O:12][C:13]3[C:18]([C:19](=[O:22])[C:20]=2[CH3:21])=[C:17]([OH:23])[CH:16]=[CH:15][CH:14]=3)=[CH:7][CH:6]=1)([CH3:2])([CH3:3])[CH3:4]. Procedure: A 50 mL round bottomed flask is charged with 2-(4-tertbutylbenzylmercapto)-3-methyl-5-tertbutoxy chromen-4-one (10 g, 24.3 mmol). To this is then added anhydrous trifluoroacetic acid (15 mL) and the reaction mixture is stirred for 8 hours at 0° C. Dichloromethane is then added to the flask and the mixture poured into a separatory funnel. It is then washed with water and then with brine and dried over sodium sulfate and filtered. The filtrate is then concentrated in vacuo and the residue obtained... The solvent is C(Cl)Cl (methylene chloride), CO (methanol). Procedure details: 15 g (0.038 mole) of 2α,3α-epoxy-17-oxo-16β-N-Methyl-piperazino-5α-androstane (Example 9) are dissolved in the mixture of 45 ml of methylene chloride and 120 ml of methanol, whereafter 12 g (0.31 mole) of sodium borohydride are added at a temperature of below 30° C. When the addition is complete, the product of the reduction is crystallized. The crystalline solution is stirred vigorously for 12 hours, whereafter the solvent is distilled at reduced pressure at a temperature of below 40° C. The re... Reaction SMILES: [O:1]1[C@H:3]2[CH2:4][C@H:5]3[C@:18]([CH3:20])([CH2:19][C@@H:2]12)[C@@H:17]1[C@H:8]([C@H:9]2[C@@:13]([CH2:15][CH2:16]1)([CH3:14])[C:12](=[O:21])[C@@H:11]([N:22]1[CH2:27][CH2:26][N:25]([CH3:28])[CH2:24][CH2:23]1)[CH2:10]2)[CH2:7][CH2:6]3.[BH4-].[Na+]>C(Cl)Cl.CO>[O:1]1[C@H:3]2[CH2:4][C@H:5]3[C@:18]([CH3:20])([CH2:19][C@@H:2]12)[C@@H:17]1[C@H:8]([C@H:9]2[C@@:13]([CH2:15][CH2:16]1)([CH3:14])[C@@H:12]([OH:21])[C@@H:11]([N:22]1[CH2:23][CH2:24][N:25]([CH3:28])[CH2:26][CH2:27]1)[CH2:10]2)[CH2:7][CH2:6]3 |f:1.2|. Product: O1[C@H]2[C@@H]1C[C@@H]1CC[C@H]3[C@@H]4C[C@@H]([C@@H]([C@@]4(C)CC[C@@H]3[C@]1(C2)C)O)N2CCN(CC2)C (2α,3α-epoxy-17β-hydroxy-16β-N-methyl-piperazino-5α-androstane). Conditions: time 12 hour. Reactants: O1[C@H]2[C@@H]1C[C@@H]1CC[C@H]3[C@@H]4C[C@@H](C([C@@]4(C)CC[C@@H]3[C@]1(C2)C)=O)N2CCN(CC2)C (2α,3α-epoxy-17-oxo-16β-N-methyl-piperazino-5α-androstane), [BH4-].[Na+] (sodium borohydride). Reactants: CO, C=C(CF)c1ccc([N+](=O)[O-])cc1, NOS(=O)(=O)O, NO, [Na+], [OH-], O, O=S(=O)(O)O. Product: CC(CF)c1ccc([N+](=O)[O-])cc1. RXN SMILES: [CH3:29][OH:30].[F:1][CH2:2][C:3](=[CH2:4])[c:5]1[cH:6][cH:7][c:8]([N+:11](=[O:12])[O-:13])[cH:9][cH:10]1.[NH2:14][O:15][S:16]([OH:17])(=[O:18])=[O:19].[NH2:25][OH:26].[Na+:28].[OH-:27].[OH2:31].[S:20]([OH:21])([OH:22])(=[O:23])=[O:24]>>[F:1][CH2:2][CH:3]([CH3:4])[c:5]1[cH:6][cH:7][c:8]([N+:11](=[O:12])[O-:13])[cH:9][cH:10]1. Reactants: Cc1ccc(S(=O)(=O)n2cc(-c3cccc(C(N)=O)c3)c(OCc3ccccc3)n2)cc1, CCCC[N+](CCCC)(CCCC)CCCC, [F-], C1CCOC1. The product is NC(=O)c1cccc(-c2c[nH]nc2OCc2ccccc2)c1. Reaction SMILES: [CH2:19]([c:20]1[cH:21][cH:22][cH:23][cH:24][cH:25]1)[O:26][c:27]1[n:28][n:29]([S:41]([c:42]2[cH:43][cH:44][c:45]([CH3:46])[cH:47][cH:48]2)(=[O:49])=[O:50])[cH:30][c:31]1-[c:32]1[cH:33][c:34]([C:35](=[O:36])[NH2:37])[cH:38][cH:39][cH:40]1.[CH3:2][CH2:3][CH2:4][CH2:5][N+:6]([CH2:7][CH2:8][CH2:9][CH3:10])([CH2:11][CH2:12][CH2:13][CH3:14])[CH2:15][CH2:16][CH2:17][CH3:18].[F-:1].[O:51]1[CH2:52][CH2:53][CH2:54][CH2:55]1>>[CH2:19]([c:20]1[cH:21][cH:22][cH:23][cH:24][cH:25]1)[O:26][c:27]1[n:28][nH:29][cH:30][c:31]1-[c:32]1[cH:33][c:34]([C:35](=[O:36])[NH2:37])[cH:38][cH:39][cH:40]1. Procedure details: (2R,4S)-Methyl 2-(2-fluorobenzyl)-4-(3-oxo-2,3-dihydroisoxazol-5-yl)piperidine-1-carboxylate (492 mg, 1.47 mmol) was stirred in hydrogen bromide (33% in AcOH) overnight (19 h). Evaporation of solvents and purification by preparative HPLC (Instrument: FractionLynx I, Mobilphase: gradient 5-95% MeCN in 0.2% NH3, pH 10, Column: Xbridge Prep C18 5 μm OBD 19*150 mm) yielded 5-((2R,4S)-2-(2-fluorobenzyl)piperidin-4-yl)isoxazol-3(2H)-one (504 mg, 124%). The sample contained DMSO and acetic acid. 1H NMR... Yields the product FC1=C(C[C@@H]2NCC[C@@H](C2)C2=CC(NO2)=O)C=CC=C1 (5-((2R,4S)-2-(2-fluorobenzyl)piperidin-4-yl)isoxazol-3(2H)-one). As a reaction SMILES: [F:1][C:2]1[CH:24]=[CH:23][CH:22]=[CH:21][C:3]=1[CH2:4][C@H:5]1[CH2:10][C@@H:9]([C:11]2[O:15][NH:14][C:13](=[O:16])[CH:12]=2)[CH2:8][CH2:7][N:6]1C(OC)=O>Br>[F:1][C:2]1[CH:24]=[CH:23][CH:22]=[CH:21][C:3]=1[CH2:4][C@H:5]1[CH2:10][C@@H:9]([C:11]2[O:15][NH:14][C:13](=[O:16])[CH:12]=2)[CH2:8][CH2:7][NH:6]1. Yield: 124.1%. Run in Br (hydrogen bromide). Reactants: FC1=C(C[C@@H]2N(CC[C@@H](C2)C2=CC(NO2)=O)C(=O)OC)C=CC=C1 ((2R,4S)-Methyl 2-(2-fluorobenzyl)-4-(3-oxo-2,3-dihydroisoxazol-5-yl)piperidine-1-carboxylate).